This data is from the Open Reaction Database (ORD), a public repository of structured organic reaction records. The task is: describe an organic reaction: reactants, conditions, products, and yield The reactants are C(C)(C)(C)C1=CC2=C(C3=CC=CC=C3C(=C2C=C1)Cl)C=O (2-tert-butyl-10-chloro-9-anthracenecarbaldehyde), CC(CO)(CO)N (2-methyl-2-amino-1,3-propanediol). Product: Cl.C(C)(C)(C)C1=CC2=C(C3=CC=CC=C3C(=C2C=C1)Cl)CNC(CO)(CO)C (2-((2-tert-butyl-10-chloro-9-anthracenylmethyl)amino)-2-methyl-1,3-propanediol hydrochloride). As a reaction SMILES: [C:1]([C:5]1[CH:18]=[CH:17][C:16]2[C:7](=[C:8]([CH:20]=O)[C:9]3[C:14]([C:15]=2[Cl:19])=[CH:13][CH:12]=[CH:11][CH:10]=3)[CH:6]=1)([CH3:4])([CH3:3])[CH3:2].[CH3:22][C:23]([NH2:28])([CH2:26][OH:27])[CH2:24][OH:25]>>[ClH:19].[C:1]([C:5]1[CH:18]=[CH:17][C:16]2[C:7](=[C:8]([CH2:20][NH:28][C:23]([CH3:22])([CH2:26][OH:27])[CH2:24][OH:25])[C:9]3[C:14]([C:15]=2[Cl:19])=[CH:13][CH:12]=[CH:11][CH:10]=3)[CH:6]=1)([CH3:4])([CH3:3])[CH3:2] |f:2.3|. Procedure details: Using the reductive amination procedure described in 1, 2-tert-butyl-10-chloro-9-anthracenecarbaldehyde and 2-methyl-2-amino-1,3-propanediol (Aldrich) gave 2-((2-tert-butyl-10-chloro-9-anthracenylmethyl)amino)-2-methyl-1,3-propanediol hydrochloride.1/4H2O mp 249°-250° (dec), (EtOH/Et2O), (C, H, Cl, N). Reactants: [Al+3], ClCCl, Cc1ccccc1, [Cl-], [Cl-], [Cl-], O=C(Cl)CCCl, Cl, C[N+](=O)[O-], O. The product is Cc1ccc(C(=O)CCCl)cc1. RXN SMILES: [Al+3:2].[CH2:23]([Cl:24])[Cl:25].[CH3:16][c:17]1[cH:18][cH:19][cH:20][cH:21][cH:22]1.[Cl-:1].[Cl-:3].[Cl-:4].[Cl:9][CH2:10][CH2:11][C:12](=[O:13])[Cl:14].[ClH:15].[N+:5]([CH3:6])([O-:7])=[O:8].[OH2:26]>>[Cl:9][CH2:10][CH2:11][C:12](=[O:13])[c:20]1[cH:19][cH:18][c:17]([CH3:16])[cH:22][cH:21]1. Reactants: C(CCCCC(=O)O)(=O)O (adipic acid), C(CCCCC#N)#N (adiponitrile), C(CCCCC(=O)OC)(=O)OC (dimethyl adipate). The product is C(#N)C(C(=O)OC)CCC (methyl cyanovalerate), C(CCCCC(=O)OC)(=O)OC (dimethyl adipate). Reaction SMILES: C(O)(=O)CCCCC(O)=O.C(#N)[CH2:12][CH2:13][CH2:14][CH2:15][C:16]#[N:17].[C:19]([O:29][CH3:30])(=[O:28])[CH2:20][CH2:21][CH2:22][CH2:23][C:24]([O:26][CH3:27])=[O:25]>>[C:16]([CH:15]([CH2:14][CH2:13][CH3:12])[C:24]([O:26][CH3:27])=[O:25])#[N:17].[C:24]([O:26][CH3:27])(=[O:25])[CH2:23][CH2:22][CH2:21][CH2:20][C:19]([O:29][CH3:30])=[O:28]. Procedure: Then, 59.1 g (0.405 mole) of adipic acid, 43.7 g (0.405 mole) of adiponitrile and 26.8 g (0.154 mole) of dimethyl adipate were added to the liquid distillation residue and the resulting mixture was introduced into the autoclave mentioned above. Thereafter, reaction was carried out in the same manner as above. As a result of distillation, there were obtained 120.0 g (0.851 mole) of methyl cyanovalerate and 25.6 g (0.147 mole) of dimethyl adipate (Repeated Experiment 1). Subsequently, by the same ... Isolated yield 47.1%. Reaction SMILES: Br[C:2]1[N:3]([C:24]2[CH:25]=[N:26][N:27]([CH2:29][CH2:30][CH3:31])[CH:28]=2)[C:4]2[C:9]([C:10]=1[S:11][C:12]1[CH:13]=[C:14]([CH:20]=[CH:21][CH:22]=1)[C:15]([O:17][CH2:18][CH3:19])=[O:16])=[CH:8][CH:7]=[C:6]([Cl:23])[CH:5]=2.[CH:32]1(B(O)O)[CH2:34][CH2:33]1.CC([O-])=O.[K+]>COCCOC.O.C1C=CC(P(C2C=CC=CC=2)[C-]2C=CC=C2)=CC=1.C1C=CC(P(C2C=CC=CC=2)[C-]2C=CC=C2)=CC=1.Cl[Pd]Cl.[Fe+2]>[Cl:23][C:6]1[CH:5]=[C:4]2[C:9]([C:10]([S:11][C:12]3[CH:13]=[C:14]([CH:20]=[CH:21][CH:22]=3)[C:15]([O:17][CH2:18][CH3:19])=[O:16])=[C:2]([CH:32]3[CH2:34][CH2:33]3)[N:3]2[C:24]2[CH:25]=[N:26][N:27]([CH2:29][CH2:30][CH3:31])[CH:28]=2)=[CH:8][CH:7]=1 |f:2.3,6.7.8.9|. Product: ClC1=CC=C2C(=C(N(C2=C1)C=1C=NN(C1)CCC)C1CC1)SC=1C=C(C(=O)OCC)C=CC1 (ethyl 3-((6-chloro-2-cyclopropyl-1-(1-propyl-1H-pyrazol-4-yl)-1H-indol-3-yl)thio)benzoate). Starting materials: BrC=1N(C2=CC(=CC=C2C1SC=1C=C(C(=O)OCC)C=CC1)Cl)C=1C=NN(C1)CCC (ethyl 3-((2-bromo-6-chloro-1-(1-propyl-1H-pyrazol-4-yl)-1H-indol-3-yl)thio)benzoate), C1(CC1)B(O)O (cyclopropyl boronic acid), CC(=O)[O-].[K+] (KOAc). Conditions: temperature 85 celsius, time 7 hour. Procedure details: To a stirred solution of ethyl 3-((2-bromo-6-chloro-1-(1-propyl-1H-pyrazol-4-yl)-1H-indol-3-yl)thio)benzoate 1 (Example 2, Step 3; 100 mg, 0.19 mmol) in DME (20 mL) under inert atmosphere were added cyclopropyl boronic acid (16.6 mg, 0.19 mmol), KOAc (56.8 mg, 0.58 mmol) at RT and degassed for 15 min. To this, was added Pd(dppf)Cl2 (28.3 mg, 0.038 mmol), heated to 85° C. and stirred for 7 h. The reaction was monitored by TLC; after completion of the reaction, the reaction mixture was diluted wit... Reagents/catalysts: C1=CC=C(C=C1)P([C-]2C=CC=C2)C3=CC=CC=C3.C1=CC=C(C=C1)P([C-]2C=CC=C2)C3=CC=CC=C3.Cl[Pd]Cl.[Fe+2] (Pd(dppf)Cl2). Run in COCCOC (DME), O (water).